From a dataset of the Open Reaction Database (ORD), a public repository of structured organic reaction records. describe an organic reaction: reactants, conditions, products, and yield The reactants are C(C1=CC=CC=C1)C1=CC(=NC(=N1)Cl)Cl (6-benzyl-2,4-dichloro-pyrimidine). The reagents and catalysts are [Zn] (zinc). Solvent: N (ammonia), C(C)(=O)OCC (ethyl acetate). Run at temperature 20 celsius, time 16 hour. The product is C(C1=CC=CC=C1)C1=NC(=NC=C1)Cl (4-Benzyl-2-chloro-pyrimidine). Yield: 102.6%. RXN SMILES: [CH2:1]([C:8]1[N:13]=[C:12]([Cl:14])[N:11]=[C:10](Cl)[CH:9]=1)[C:2]1[CH:7]=[CH:6][CH:5]=[CH:4][CH:3]=1>N.C(OCC)(=O)C.[Zn]>[CH2:1]([C:8]1[CH:9]=[CH:10][N:11]=[C:12]([Cl:14])[N:13]=1)[C:2]1[CH:3]=[CH:4][CH:5]=[CH:6][CH:7]=1. Procedure details: To an emulsion of 6-benzyl-2,4-dichloro-pyrimidine (239 mg, 1 mmol) in 25% aqueous ammonia solution (1 mL) was added after stirring for 10 min at 0° C. zinc powder (82 mg, 1.25 mmol). The reaction was stirred at 20° C. for 16 h. The yellow suspension was diluted with ethyl acetate an insoluble material was filtered off. The layers were separated and the aqueous layer was extracted with ethyl acetate. The combined organic layers were washed with brine, dried over sodium sulfate and evaporated und... Reactants: ClCCl, CC(C)COC(=O)Cl, NCc1ccccc1Cl, O=C(O)c1cccnc1Oc1ccc(F)cc1F, O. Yields the product O=C(NCc1ccccc1Cl)c1cccnc1Oc1ccc(F)cc1F. Reaction SMILES: [CH2:37]([Cl:38])[Cl:39].[Cl:19][C:20]([O:21][CH2:22][CH:23]([CH3:24])[CH3:25])=[O:26].[Cl:27][c:28]1[c:29]([CH2:30][NH2:31])[cH:32][cH:33][cH:34][cH:35]1.[F:1][c:2]1[c:3]([O:4][c:5]2[c:6]([C:7](=[O:8])[OH:9])[cH:10][cH:11][cH:12][n:13]2)[cH:14][cH:15][c:16]([F:18])[cH:17]1.[OH2:36]>>[F:1][c:2]1[c:3]([O:4][c:5]2[c:6]([C:7](=[O:9])[NH:31][CH2:30][c:29]3[c:28]([Cl:27])[cH:35][cH:34][cH:33][cH:32]3)[cH:10][cH:11][cH:12][n:13]2)[cH:14][cH:15][c:16]([F:18])[cH:17]1. The reactants are CCCCC1CCC(C2CCC(CC(O)c3cc4ccc(OCC)c(F)c4c(F)c3F)CC2)CC1, Cc1ccccc1, Cc1ccc(S(=O)(=O)O)cc1. Yields the product CCCCC1CCC(C2CCC(C=Cc3cc4ccc(OCC)c(F)c4c(F)c3F)CC2)CC1. Reaction SMILES: [CH2:1]([CH3:2])[O:3][c:4]1[cH:5][cH:6][c:7]2[cH:8][c:9]([CH:17]([CH2:18][CH:19]3[CH2:20][CH2:21][CH:22]([CH:25]4[CH2:26][CH2:27][CH:28]([CH2:31][CH2:32][CH2:33][CH3:34])[CH2:29][CH2:30]4)[CH2:23][CH2:24]3)[OH:35])[c:10]([F:16])[c:11]([F:15])[c:12]2[c:13]1[F:14].[CH3:47][c:48]1[cH:49][cH:50][cH:51][cH:52][cH:53]1.[c:36]1([CH3:37])[cH:38][cH:39][c:40]([S:41]([OH:42])(=[O:43])=[O:44])[cH:45][cH:46]1>>[CH2:1]([CH3:2])[O:3][c:4]1[cH:5][cH:6][c:7]2[cH:8][c:9]([CH:17]=[CH:18][CH:19]3[CH2:20][CH2:21][CH:22]([CH:25]4[CH2:26][CH2:27][CH:28]([CH2:31][CH2:32][CH2:33][CH3:34])[CH2:29][CH2:30]4)[CH2:23][CH2:24]3)[c:10]([F:16])[c:11]([F:15])[c:12]2[c:13]1[F:14]. Starting materials: N#N (N2), COC(C1=CC(=CC=C1)Br)=O (Methyl-3-bromobenzoate), COC1=C(C=CC(=C1OC)OC)B(O)O (2,3,4-Trimethoxyphenylboronic acid), C(=O)([O-])[O-].[Na+].[Na+] (Na2CO3). The reagents and catalysts are C=1C=CC(=CC1)[P](C=2C=CC=CC2)(C=3C=CC=CC3)[Pd]([P](C=4C=CC=CC4)(C=5C=CC=CC5)C=6C=CC=CC6)([P](C=7C=CC=CC7)(C=8C=CC=CC8)C=9C=CC=CC9)[P](C=1C=CC=CC1)(C=1C=CC=CC1)C=1C=CC=CC1 (Pd(PPh3)4). Run in C1(=CC=CC=C1)C (toluene), O (H2O), C1(=CC=CC=C1)C (toluene), CCO (EtOH), O (water). Conditions: temperature 100 celsius, time 8 hour. Product: COC(=O)C=1C=C(C=CC1)C1=C(C(=C(C=C1)OC)OC)OC (2′,3′,4′-Trimethoxy-biphenyl-3-carboxylic acid methyl ester). Yield: 59.0%. RXN SMILES: N#N.[CH3:3][O:4][C:5]1[C:10]([O:11][CH3:12])=[C:9]([O:13][CH3:14])[CH:8]=[CH:7][C:6]=1B(O)O.C([O-])([O-])=O.[Na+].[Na+].[CH3:24][O:25][C:26](=[O:34])[C:27]1[CH:32]=[CH:31][CH:30]=[C:29](Br)[CH:28]=1>C1(C)C=CC=CC=1.O.C1C=CC([P]([Pd]([P](C2C=CC=CC=2)(C2C=CC=CC=2)C2C=CC=CC=2)([P](C2C=CC=CC=2)(C2C=CC=CC=2)C2C=CC=CC=2)[P](C2C=CC=CC=2)(C2C=CC=CC=2)C2C=CC=CC=2)(C2C=CC=CC=2)C2C=CC=CC=2)=CC=1.CCO>[CH3:24][O:25][C:26]([C:27]1[CH:28]=[C:29]([C:6]2[CH:7]=[CH:8][C:9]([O:13][CH3:14])=[C:10]([O:11][CH3:12])[C:5]=2[O:4][CH3:3])[CH:30]=[CH:31][CH:32]=1)=[O:34] |f:2.3.4,^1:46,48,67,86|. Reported procedure: (The following reaction is done in an N2 atmosphere.) To a solution of 2,3,4-Trimethoxyphenylboronic acid (32) (1.40 g, 6.60 mmol) in toluene (15.0 mL) is added EtOH (2.0 mL), Pd(PPh3)4 (208 mg, 0.18 mmol) and Na2CO3.10 H2O (4.81 g, 16.80 mmol) in water (5.2 mL). The resulting mixture is carefully degassed (5 times alternating vacuum and flushing with N2). A solution of Methyl-3-bromobenzoate (9) (1.29 g, 6.00 mmol) in toluene (9.0 mL) is added by syringe, the resulting mixture is again carefull... Procedure: Beginning with 0.56 gm (1.49 mMol) 1-benzyl-3-methyl-4-hydroxy-4-(4-chloro-5-fluorobenzofur-7-yl)piperidine, 1-benzyl-3-methyl-4-(methyl oxoacetoxy)-4-(4-chloro-5-fluorobenzofur-7-yl)piperidine was recovered essentially as described in EXAMPLE 16. This material was treated with tri(n-butyl)tin hydride essentially as described in EXAMPLE 16 to provide the desired compound. Yields the product C(C1=CC=CC=C1)N1C[C@H]([C@H](CC1)C1=CC(=C(C=2C=COC21)Cl)F)C (cis-1-benzyl-3-methyl-4-(4-chloro-5-fluorobenzofur-7-yl)piperidine). Starting materials: C(C1=CC=CC=C1)N1CC(C(CC1)(C1=CC(=C(C=2C=COC21)Cl)F)O)C (1-benzyl-3-methyl-4-hydroxy-4-(4-chloro-5-fluorobenzofur-7-yl)piperidine), C(C1=CC=CC=C1)N1CC(C(CC1)(C1=CC(=C(C=2C=COC21)Cl)F)OC(C(=O)C)=O)C (1-benzyl-3-methyl-4-(methyl oxoacetoxy)-4-(4-chloro-5-fluorobenzofur-7-yl)piperidine). Reaction SMILES: [CH2:1]([N:8]1[CH2:13][CH2:12][C:11](O)([C:14]2[C:22]3[O:21][CH:20]=[CH:19][C:18]=3[C:17]([Cl:23])=[C:16]([F:24])[CH:15]=2)[CH:10]([CH3:26])[CH2:9]1)[C:2]1[CH:7]=[CH:6][CH:5]=[CH:4][CH:3]=1.C(N1CCC(OC(=O)C(C)=O)(C2C3OC=CC=3C(Cl)=C(F)C=2)C(C)C1)C1C=CC=CC=1>>[CH2:1]([N:8]1[CH2:13][CH2:12][C@H:11]([C:14]2[C:22]3[O:21][CH:20]=[CH:19][C:18]=3[C:17]([Cl:23])=[C:16]([F:24])[CH:15]=2)[C@H:10]([CH3:26])[CH2:9]1)[C:2]1[CH:7]=[CH:6][CH:5]=[CH:4][CH:3]=1. Starting materials: FC(C(=O)NC1(CCN(CCC1O)C1=C(C=NN1C)[N+](=O)[O-])C)(F)F (2,2,2-trifluoro-N-(5-hydroxy-4-methyl-1-(1-methyl-4-nitro-1H-pyrazol-5-yl)azepan-4-yl)acetamide), C(=O)[O-].[NH4+] (ammonium formate). The reagents and catalysts are [Pd] (palladium on carbon). Solvent: CO (MeOH). Run at temperature 65 celsius. Product: NC=1C=NN(C1N1CCC(C(CC1)O)(C)NC(C(F)(F)F)=O)C (N-(1-(4-amino-1-methyl-1H-pyrazol-5-yl)-5-hydroxy-4-methylazepan-4-yl)-2,2,2-trifluoroacetamide). The yield is 75.9%. RXN SMILES: [F:1][C:2]([F:25])([F:24])[C:3]([NH:5][C:6]1([CH3:23])[CH:12]([OH:13])[CH2:11][CH2:10][N:9]([C:14]2[N:18]([CH3:19])[N:17]=[CH:16][C:15]=2[N+:20]([O-])=O)[CH2:8][CH2:7]1)=[O:4].C([O-])=O.[NH4+]>CO.[Pd]>[NH2:20][C:15]1[CH:16]=[N:17][N:18]([CH3:19])[C:14]=1[N:9]1[CH2:10][CH2:11][CH:12]([OH:13])[C:6]([NH:5][C:3](=[O:4])[C:2]([F:25])([F:24])[F:1])([CH3:23])[CH2:7][CH2:8]1 |f:1.2|. Procedure: To a solution of 2,2,2-trifluoro-N-(5-hydroxy-4-methyl-1-(1-methyl-4-nitro-1H-pyrazol-5-yl)azepan-4-yl)acetamide (200 mg, 0.55 mmol) and ammonium formate (700 mg, 2.74 mmol) in MeOH (10 mL) under nitrogen was added 10% palladium on carbon (50 mg, 0.13 mmol). The mixture was heated at 65° C. for 2 hr before being cooled to room temperature, filtered and concentrated under reduced pressure. The residue was partitioned between water (10 mL) and DCM (50 mL). The organic layer was separated, passed t... The reactants are Cl.ClC1=C2CCC(CC2=C(C=C1)Cl)N1CCC2(C(NCN2C2=CC=CC=C2)=O)CC1 (8-(5,8-dichloro-1,2,3,4-tetrahydro-2-naphthyl)-1-phenyl-1,3,8-triazaspiro[4.5]decan-4-one hydrochloride), C(C1=CC=CC=C1)(=O)Cl (benzoyl chloride). Product: Cl.C(C1=CC=CC=C1)(=O)N1CN(C2(C1=O)CCN(CC2)C2CC1=C(C=CC(=C1CC2)Cl)Cl)C2=CC=CC=C2 ((RS)-3-Benzoyl-8-(5,8-dichloro-1,2,3,4-tetrahydro-naphthalen-2-yl)-1-phenyl-1,3,8-triaza-spiro[4.5]decan-4-one hydrochloride). RXN SMILES: Cl.[Cl:2][C:3]1[CH:12]=[CH:11][C:10]([Cl:13])=[C:9]2[C:4]=1[CH2:5][CH2:6][CH:7]([N:14]1[CH2:30][CH2:29][C:17]3([N:21]([C:22]4[CH:27]=[CH:26][CH:25]=[CH:24][CH:23]=4)[CH2:20][NH:19][C:18]3=[O:28])[CH2:16][CH2:15]1)[CH2:8]2.[C:31](Cl)(=[O:38])[C:32]1[CH:37]=[CH:36][CH:35]=[CH:34][CH:33]=1>>[ClH:2].[C:31]([N:19]1[C:18](=[O:28])[C:17]2([CH2:29][CH2:30][N:14]([CH:7]3[CH2:6][CH2:5][C:4]4[C:9](=[C:10]([Cl:13])[CH:11]=[CH:12][C:3]=4[Cl:2])[CH2:8]3)[CH2:15][CH2:16]2)[N:21]([C:22]2[CH:27]=[CH:26][CH:25]=[CH:24][CH:23]=2)[CH2:20]1)(=[O:38])[C:32]1[CH:37]=[CH:36][CH:35]=[CH:34][CH:33]=1 |f:0.1,3.4|. Procedure: The title compound, m.p. 220° C. dec. was prepared in accordance with the general method of example 4 from 8-(5,8-dichloro-1,2,3,4-tetrahydro-2-naphthyl)-1-phenyl-1,3,8-triazaspiro[4.5]decan-4-one hydrochloride and benzoyl chloride. Starting materials: Cn1cncc1-c1cc2nccc(Cl)c2s1, Nc1ccccc1. Yields the product Cn1cncc1-c1cc2nccc(Nc3ccccc3)c2s1. As a reaction SMILES: [Cl:1][c:2]1[c:3]2[c:4]([n:5][cH:6][cH:7]1)[cH:8][c:9](-[c:11]1[n:12]([CH3:16])[cH:13][n:14][cH:15]1)[s:10]2.[NH2:17][c:18]1[cH:19][cH:20][cH:21][cH:22][cH:23]1>>[c:2]1([NH:17][c:18]2[cH:19][cH:20][cH:21][cH:22][cH:23]2)[c:3]2[c:4]([n:5][cH:6][cH:7]1)[cH:8][c:9](-[c:11]1[n:12]([CH3:16])[cH:13][n:14][cH:15]1)[s:10]2. Starting materials: CC#N, O=C(CCl)c1ccccc1, c1ccncc1. The product is O=C(C[n+]1ccccc1)c1ccccc1, [Cl-]. RXN SMILES: [CH3:17][C:18]#[N:19].[Cl:1][CH2:2][C:3](=[O:4])[c:5]1[cH:6][cH:7][cH:8][cH:9][cH:10]1.[cH:11]1[cH:12][cH:13][n:14][cH:15][cH:16]1>>[CH2:2]([C:3](=[O:4])[c:5]1[cH:6][cH:7][cH:8][cH:9][cH:10]1)[n+:14]1[cH:13][cH:12][cH:11][cH:16][cH:15]1.[Cl-:1].